Dataset: the Open Reaction Database (ORD), a public repository of structured organic reaction records. Task: describe an organic reaction: reactants, conditions, products, and yield Reactants: C(#N)C(C(=O)NC=1SC(=CC1)C1=CC=C(C=C1)F)=C(C)O (2-Cyano-N-[5-(4-fluorophenyl)thien-2-yl]-3-hydroxybut-2-enamide), C(=O)(O)C=1SC(=CC1)C1=CC=C(C=C1)F (2-carboxy-5-(4-fluorophenyl)thiophene). Yields the product C(#N)C(C(=O)NC=1SC(=CC1)C1=CC=C(C=C1)C(C)(C)C)=C(C)O (2-Cyano-N-[5-(4-(1,1-dimethylethyl)phenyl)thien-2-yl]-3-hydroxybut-2-enamide). As a reaction SMILES: [C:1]([C:3](=[C:19]([OH:21])[CH3:20])[C:4]([NH:6][C:7]1[S:8][C:9]([C:12]2[CH:17]=[CH:16][C:15](F)=[CH:14][CH:13]=2)=[CH:10][CH:11]=1)=[O:5])#[N:2].C(C1S[C:27]([C:30]2[CH:35]=CC(F)=C[CH:31]=2)=CC=1)(O)=O>>[C:1]([C:3](=[C:19]([OH:21])[CH3:20])[C:4]([NH:6][C:7]1[S:8][C:9]([C:12]2[CH:17]=[CH:16][C:15]([C:30]([CH3:35])([CH3:31])[CH3:27])=[CH:14][CH:13]=2)=[CH:10][CH:11]=1)=[O:5])#[N:2]. Procedure: 2-Cyano-N-[5-(4-fluorophenyl)thien-2-yl]-3-hydroxybut-2-enamide, m.p. 232°-234° C. (from 2-carboxy-5-(4-fluorophenyl)thiophene). The reactants are N1=CC=CC=C1 (pyridine), solution, C[C@@H]1CC[C@H](CC1)C(=O)Cl (trans-4-methylcyclohexyl carboxylic acid chloride), COC(=O)C=1SC(=CC1NC1CCC2(OCCO2)CC1)Br (5-bromo-3-(1,4-dioxa-spiro[4.5]dec-8-ylamino)-thiophene-2-carboxylic acid methyl ester), N1=CC=CC=C1 (pyridine), CO (MeOH). Run in C1(=CC=CC=C1)C (toluene), C1(=CC=CC=C1)C (toluene). Conditions: temperature 5 celsius, time 16 hour. Product: C[C@@H]1CC[C@H](CC1)C(=O)Cl (Trans-4-methylcyclohexyl Carboxylic Acid Chloride), COC(=O)C=1SC(=CC1N(C(=O)[C@@H]1CC[C@H](CC1)C)C1CCC2(OCCO2)CC1)Br (5-bromo-3-[(1,4-dioxa-spiro[4.5]dec-8-yl)-(trans-4-methyl-cyclohexanecarbonyl)-amino]-thiophene-2-carboxylic acid methyl ester). The yield is 32.0%. Reaction SMILES: [CH3:1][C@H:2]1[CH2:7][CH2:6][C@H:5]([C:8]([Cl:10])=[O:9])[CH2:4][CH2:3]1.[CH3:11][O:12][C:13]([C:15]1[S:16][C:17]([Br:31])=[CH:18][C:19]=1[NH:20][CH:21]1[CH2:30][CH2:29][C:24]2([O:28][CH2:27][CH2:26][O:25]2)[CH2:23][CH2:22]1)=[O:14].N1C=CC=CC=1.CO>C1(C)C=CC=CC=1>[CH3:1][C@H:2]1[CH2:7][CH2:6][C@H:5]([C:8]([Cl:10])=[O:9])[CH2:4][CH2:3]1.[CH3:11][O:12][C:13]([C:15]1[S:16][C:17]([Br:31])=[CH:18][C:19]=1[N:20]([CH:21]1[CH2:22][CH2:23][C:24]2([O:28][CH2:27][CH2:26][O:25]2)[CH2:29][CH2:30]1)[C:8]([C@H:5]1[CH2:6][CH2:7][C@H:2]([CH3:1])[CH2:3][CH2:4]1)=[O:9])=[O:14]. Procedure details: The 1M solution of trans-4-methylcyclohexyl carboxylic acid chloride is added to a solution of 5-bromo-3-(1,4-dioxa-spiro[4.5]dec-8-ylamino)-thiophene-2-carboxylic acid methyl ester (24.79 g, 65 mmol) in toluene (25 mL) followed by pyridine (5.78 mL, 71.5 mmol). The resulting mixture is then stirred for 16 h at reflux. The reaction mixture is diluted with toluene (60 mL) and cooled down to 5° C. After the addition of pyridine (12 mL) and MeOH (5.6 mL), the mixture is stirred 2 h at 5° C. The whi... RXN SMILES: C(OC([N:8]1[CH2:13][CH2:12][CH:11]([C:14](=[O:26])[C:15]2[CH:20]=[CH:19][CH:18]=[CH:17][C:16]=2[O:21][C:22]([F:25])([F:24])[F:23])[CH2:10][CH2:9]1)=O)(C)(C)C.Cl>ClCCl.O1CCOCC1>[NH:8]1[CH2:13][CH2:12][CH:11]([C:14]([C:15]2[CH:20]=[CH:19][CH:18]=[CH:17][C:16]=2[O:21][C:22]([F:23])([F:24])[F:25])=[O:26])[CH2:10][CH2:9]1. The reactants are C(C)(C)(C)OC(=O)N1CCC(CC1)C(C1=C(C=CC=C1)OC(F)(F)F)=O (4-(2-trifluoromethoxy-benzoyl)-piperidine-1-carboxylic acid tert-butyl ester), Cl (HCl). Reaction conditions: time 8 hour. Run in ClCCl (dichloromethane), O1CCOCC1 (dioxane). Isolated yield 99.7%. Product: N1CCC(CC1)C(=O)C1=C(C=CC=C1)OC(F)(F)F (Piperidin-4-yl-(2-trifluoromethoxy-phenyl)-methanone). Procedure details: To a solution of 4-(2-trifluoromethoxy-benzoyl)-piperidine-1-carboxylic acid tert-butyl ester (0.5 g, 1.34 mmol, 1 eq.) in 1 mL of dichloromethane was added 10 mL of 4 N HCl in dioxane and stirred at room temperature overnight. After 18 h, the reaction mixture was concentrated and triturated with diethyl ether to give the title compound as a white solid (0.365 g, 88%). Exact mass calculated for C13H13F3N1O2 274.1. MS (ESI) m/z 274.3 (M+H)+. Starting materials: C1(=CC=C(C=C1)S(=O)(=O)OCC1C(C1(C)C)(Cl)Cl)C (2,2-dichloro-3,3-dimethylcyclopropylmethyl p-toluenesulfonate), [C-]#N.[K+] (potassium cyanide), O (water). Run in CN(C=O)C (dimethyl formamide). Run at temperature 100 celsius. The product is ClC1(C(C1(C)C)CC#N)Cl (2,2-dichloro-3,3-dimethylcyclopropylacetonitrile). Isolated yield 106.5%. RXN SMILES: C1(C)C=CC(S(O[CH2:11][CH:12]2[C:14]([CH3:16])([CH3:15])[C:13]2([Cl:18])[Cl:17])(=O)=O)=CC=1.[C-:20]#[N:21].[K+].O>CN(C)C=O>[Cl:18][C:13]1([Cl:17])[C:14]([CH3:15])([CH3:16])[CH:12]1[CH2:11][C:20]#[N:21] |f:1.2|. Procedure: 6.48 g of 2,2-dichloro-3,3-dimethylcyclopropylmethyl p-toluenesulfonate and 2.0 g of potassium cyanide were suspended in 20 ml of dimethyl formamide, and the mixture was heated at 100° C. for 24 hours with stirring. After cooling, 50 ml of water was added to the reaction mixture. The mixture was extracted with hexane. The hexane layer was washed with water, and dried over sodium sulfate. After drying, the hexane was evaporated under reduced pressure to give 3.8 g of 2,2-dichloro-3,3-dimethylcycl... Reactants: CO, [CH3], FN(F)N(F)F, C=CCOC(=O)C(F)(F)F, [H][H]. Product: C=COC(=O)C(F)(F)F. RXN SMILES: [CH3:20][OH:21].[CH3:3].[F:14][N:15]([F:16])[N:17]([F:18])[F:19].[F:4][C:5]([C:6](=[O:7])[O:8][CH2:9][CH:10]=[CH2:11])([F:12])[F:13].[H:1][H:2]>>[F:4][C:5]([C:6](=[O:7])[O:8][CH:9]=[CH2:10])([F:12])[F:13].